Dataset: the Open Reaction Database (ORD), a public repository of structured organic reaction records. Task: describe an organic reaction: reactants, conditions, products, and yield The reactants are O=C(OOC(=O)c1ccccc1)c1ccccc1, O=C([O-])[O-], Cc1cc2c(cc1Cl)C(C)(C)OB2O, ClC(Cl)(Cl)Cl, Cl, [Na+], [Na+], O=C1CCC(=O)N1Br. Yields the product CC1(C)OB(O)c2cc(C=O)c(Cl)cc21. As a reaction SMILES: [C:15]([O:16][O:17][C:18](=[O:19])[c:20]1[cH:21][cH:23][cH:24][cH:25][cH:26]1)(=[O:22])[c:27]1[cH:28][cH:29][cH:30][cH:31][cH:32]1.[C:41](=[O:42])([O-:43])[O-:44].[Cl:1][c:2]1[cH:3][c:4]2[c:5]([cH:12][c:13]1[CH3:14])[B:6]([OH:11])[O:7][C:8]2([CH3:9])[CH3:10].[Cl:48][C:49]([Cl:50])([Cl:51])[Cl:52].[ClH:47].[Na+:45].[Na+:46].[O:33]=[C:34]1[N:35]([Br:36])[C:37](=[O:38])[CH2:39][CH2:40]1>>[Cl:1][c:2]1[cH:3][c:4]2[c:5]([cH:12][c:13]1[CH:14]=[O:22])[B:6]([OH:11])[O:7][C:8]2([CH3:9])[CH3:10]. Starting materials: [BH4-], COC(=O)C(CC1CCC(O[Si](C)(C)C(C)(C)C)CC1)NC(=O)OC(C)(C)C, CO, [Na+]. Product: CC(C)(C)OC(=O)NC(CO)CC1CCC(O[Si](C)(C)C(C)(C)C)CC1. Reaction SMILES: [BH4-:29].[C:1]([CH3:2])([CH3:3])([CH3:4])[O:5][C:6](=[O:7])[NH:8][CH:9]([C:10](=[O:11])[O:12][CH3:13])[CH2:14][CH:15]1[CH2:16][CH2:17][CH:18]([O:21][Si:22]([CH3:23])([CH3:24])[C:25]([CH3:26])([CH3:27])[CH3:28])[CH2:19][CH2:20]1.[CH3:31][OH:32].[Na+:30]>>[C:1]([CH3:2])([CH3:3])([CH3:4])[O:5][C:6](=[O:7])[NH:8][CH:9]([CH2:10][OH:11])[CH2:14][CH:15]1[CH2:16][CH2:17][CH:18]([O:21][Si:22]([CH3:23])([CH3:24])[C:25]([CH3:26])([CH3:27])[CH3:28])[CH2:19][CH2:20]1. Starting materials: O=C1C=C(C(=O)C=2C=CC=CC12)C, O=C(O)CCCCCC(=O)O. Reagents/catalysts: O=S(=O)(O)OOS(=O)(=O)O.N. Solvent: O, O=S(C)C. Reaction conditions: temperature 40 celsius, time 16 hour. Yields the product O=C(O)CCCCCC=1C(=O)C=2C=CC=CC2C(=O)C1C. Yield: 61.0%. Starting materials: COC(C(=O)NCc1ccc(C#N)cc1)c1c(F)ccc(NC(=O)OC(C)(C)C)c1F, Cl, C1COCCO1. Yields the product COC(C(=O)NCc1ccc(C#N)cc1)c1c(F)ccc(N)c1F. As a reaction SMILES: [C:1]([O:2][C:3](=[O:4])[NH:7][c:8]1[c:9]([F:30])[c:10]([CH:15]([O:16][CH3:17])[C:18]([NH:19][CH2:20][c:21]2[cH:22][cH:23][c:24]([C:27]#[N:28])[cH:25][cH:26]2)=[O:29])[c:11]([F:14])[cH:12][cH:13]1)([CH3:5])([CH3:6])[CH3:31].[ClH:32].[O:33]1[CH2:34][CH2:35][O:36][CH2:37][CH2:38]1>>[NH2:7][c:8]1[c:9]([F:30])[c:10]([CH:15]([O:16][CH3:17])[C:18]([NH:19][CH2:20][c:21]2[cH:22][cH:23][c:24]([C:27]#[N:28])[cH:25][cH:26]2)=[O:29])[c:11]([F:14])[cH:12][cH:13]1.